From a dataset of the Open Reaction Database (ORD), a public repository of structured organic reaction records. describe an organic reaction: reactants, conditions, products, and yield Reactants: Cl (Hydrogen chloride), C=O (paraformaldehyde), Cl (hydrochloric acid), C(CCC)OC1=CC=CC=C1 (n-butyloxybenzene). Solvent: C1=CC=CC=C1 (benzene). Conditions: time 4 hour. Product: C(CCC)OC1=CC=C(CCl)C=C1 (4-n-butyloxybenzyl chloride). Reaction SMILES: [ClH:1].[CH2:2]=O.[CH2:4]([O:8][C:9]1[CH:14]=[CH:13][CH:12]=[CH:11][CH:10]=1)[CH2:5][CH2:6][CH3:7]>C1C=CC=CC=1>[CH2:4]([O:8][C:9]1[CH:14]=[CH:13][C:12]([CH2:2][Cl:1])=[CH:11][CH:10]=1)[CH2:5][CH2:6][CH3:7]. Procedure: Hydrogen chloride gas is passed into a mixture of 9.6 g of paraformaldehyde and 40 ml of 37% aqueous hydrochloric acid up to the formation of a clear solution. Subsequently, a solution of 30 g of n-butyloxybenzene in 20 ml of benzene is added dropwise at 15°-20° and the reaction mixture stirred for 4 hours at this temperature. The organic phase is separated off, washed twice with 30 ml amounts of water, dried and distilled. After distilling off the benzene, there is obtained 27 g of 4-n-butyloxy... The reactants are BrCC(=O)C1=CC(=C(C=C1)Cl)S(N(C)C)(=O)=O (2-bromo-4'-chloro-3'-dimethylsulfamoylacetophenone), Br.ClC1=C(C=C(C=C1)C1(N(C(SC1)=NCCC)CCC)O)S(N(C)C)(=O)=O (4-(4-chloro-3-dimethylsulfamoylphenyl)-3-propyl-2-propylimino-1,3-thiazolidine-4-ol-hydrobromide), C(CC)NC(=S)NCCC (1,3-dipropylthiourea). The solvent is C(C)OCC (diethyl ether). Product: Cl.ClC1=C(C=C(C=C1)C1(N(C(SC1)=NCCC)CCC)O)S(N(C)C)(=O)=O (4-(4-Chloro-3-dimethylsulfamoylphenyl)-3-propyl-2-propylimino-1,3-thiazolidine-4-ol-hydrochloride). Reaction SMILES: BrCC(C1C=CC([Cl:11])=C(S(=O)(=O)N(C)C)C=1)=O.C(NC(NCCC)=S)CC.Br.[Cl:29][C:30]1[CH:35]=[CH:34][C:33]([C:36]2([OH:48])[CH2:40][S:39][C:38](=[N:41][CH2:42][CH2:43][CH3:44])[N:37]2[CH2:45][CH2:46][CH3:47])=[CH:32][C:31]=1[S:49](=[O:54])(=[O:53])[N:50]([CH3:52])[CH3:51]>C(OCC)C>[ClH:11].[Cl:29][C:30]1[CH:35]=[CH:34][C:33]([C:36]2([OH:48])[CH2:40][S:39][C:38](=[N:41][CH2:42][CH2:43][CH3:44])[N:37]2[CH2:45][CH2:46][CH3:47])=[CH:32][C:31]=1[S:49](=[O:54])(=[O:53])[N:50]([CH3:52])[CH3:51] |f:2.3,5.6|. Procedure: 6.8 of 2-bromo-4'-chloro-3'-dimethylsulfamoylacetophenone were reacted according to Example 23 with 3.3 g of 1,3-dipropylthiourea. After adding 200 ml of diethyl ether, 4-(4-chloro-3-dimethylsulfamoylphenyl)-3-propyl-2-propylimino-1,3-thiazolidine-4-ol-hydrobromide was separated as an oil. The solvent was decanted, the product was dissolved in 30 ml of water and extracted with 100 ml of ethyl acetate. After drying over sodium sulfate, the solvent was distilled off under reduced pressure, the amo... The reactants are CS(=O)(=O)Cl, CC(C)c1ccc(-c2nc3c(-c4ccccc4)n[nH]c3c(=O)n2-c2ccc(Cl)cc2)cc1, ClCCl. The product is CC(C)c1ccc(-c2nc3c(-c4ccccc4)nn(S(C)(=O)=O)c3c(=O)n2-c2ccc(Cl)cc2)cc1. As a reaction SMILES: [CH3:33][S:34]([Cl:35])(=[O:36])=[O:37].[Cl:1][c:2]1[cH:3][cH:4][c:5](-[n:8]2[c:9](-[c:24]3[cH:25][cH:26][c:27]([CH:30]([CH3:31])[CH3:32])[cH:28][cH:29]3)[n:10][c:11]3[c:12]([c:13]2=[O:14])[nH:15][n:16][c:17]3-[c:18]2[cH:19][cH:20][cH:21][cH:22][cH:23]2)[cH:6][cH:7]1.[Cl:38][CH2:39][Cl:40]>>[Cl:1][c:2]1[cH:3][cH:4][c:5](-[n:8]2[c:9](-[c:24]3[cH:25][cH:26][c:27]([CH:30]([CH3:31])[CH3:32])[cH:28][cH:29]3)[n:10][c:11]3[c:12]([c:13]2=[O:14])[n:15]([S:34]([CH3:33])(=[O:36])=[O:37])[n:16][c:17]3-[c:18]2[cH:19][cH:20][cH:21][cH:22][cH:23]2)[cH:6][cH:7]1.